This data is from the Open Reaction Database (ORD), a public repository of structured organic reaction records. The task is: describe an organic reaction: reactants, conditions, products, and yield Reactants: CSCCC(COS(C)(=O)=O)NC(=O)OC(C)(C)C, CCO, [Na+], [Na+], O, O=S([O-])[O-]. The product is CSCCC(CS(=O)(=O)[O-])NC(=O)OC(C)(C)C, [Na+]. As a reaction SMILES: [CH3:1][S:2]([O:3][CH2:6][CH:7]([CH2:8][CH2:9][S:10][CH3:11])[NH:12][C:13](=[O:14])[O:15][C:16]([CH3:17])([CH3:18])[CH3:19])(=[O:4])=[O:5].[CH3:26][CH2:27][OH:28].[Na+:24].[Na+:25].[OH2:29].[S:20](=[O:21])([O-:22])[O-:23]>>[CH2:6]([CH:7]([CH2:8][CH2:9][S:10][CH3:11])[NH:12][C:13](=[O:14])[O:15][C:16]([CH3:17])([CH3:18])[CH3:19])[S:20](=[O:21])(=[O:22])[O-:23].[Na+:24]. Starting materials: ClC(Cl)Cl, CCOC(=O)Cl, CN(CCCN)Cc1ccc(Cl)c(Cl)c1, O=C(O)COc1nc2ccccc2o1. The product is CN(CCCNC(=O)COc1nc2ccccc2o1)Cc1ccc(Cl)c(Cl)c1. As a reaction SMILES: [CH:36]([Cl:37])([Cl:38])[Cl:39].[Cl:15][C:16]([O:17][CH2:18][CH3:19])=[O:20].[Cl:21][c:22]1[cH:23][c:24]([CH2:25][N:26]([CH2:27][CH2:28][CH2:29][NH2:30])[CH3:31])[cH:32][cH:33][c:34]1[Cl:35].[o:1]1[c:2]([O:10][CH2:11][C:12](=[O:13])[OH:14])[n:3][c:4]2[c:5]1[cH:6][cH:7][cH:8][cH:9]2>>[o:1]1[c:2]([O:10][CH2:11][C:12](=[O:14])[NH:30][CH2:29][CH2:28][CH2:27][N:26]([CH2:25][c:24]2[cH:23][c:22]([Cl:21])[c:34]([Cl:35])[cH:33][cH:32]2)[CH3:31])[n:3][c:4]2[c:5]1[cH:6][cH:7][cH:8][cH:9]2. Reactants: N1CCCC1 (pyrrolidine), NC=1C2=CC=CC=C2N=C2CCCC(C12)O (9-Amino-1,2,3,4-tetrahydroacridin-1-ol), O.C1(=CC=C(C=C1)S(=O)(=O)O)C (p-toluenesulfonic acid monohydrate). Solvent: C1(=CC=CC=C1)C (toluene). Yields the product N1(CCCC1)C1CCCC2=NC3=CC=CC=C3C(=C12)N (1-(1-Pyrrolidinyl)-1,2,3,4-tetrahydro-9-acridinamine). As a reaction SMILES: [NH2:1][C:2]1[C:3]2[C:8]([N:9]=[C:10]3[C:15]=1[CH:14](O)[CH2:13][CH2:12][CH2:11]3)=[CH:7][CH:6]=[CH:5][CH:4]=2.[NH:17]1[CH2:21][CH2:20][CH2:19][CH2:18]1.O.C1(C)C=CC(S(O)(=O)=O)=CC=1>C1(C)C=CC=CC=1>[N:17]1([CH:14]2[C:15]3[C:10](=[N:9][C:8]4[C:3]([C:2]=3[NH2:1])=[CH:4][CH:5]=[CH:6][CH:7]=4)[CH2:11][CH2:12][CH2:13]2)[CH2:21][CH2:20][CH2:19][CH2:18]1 |f:2.3|. Reported procedure: 9-Amino-1,2,3,4-tetrahydroacridin-1-ol (5.36 g) was refluxed overnight in 250 ml of toluene that contained pyrrolidine (7.10 g) and p-toluenesulfonic acid monohydrate (9.5 g). At the end of this time the reaction mixture was washed with an aqueous K2CO3 solution and then the organic phase was concentrated. The residue obtained in this manner was purified by flash chromatography (5% Et3N, toluene) to give, after recrystallization from benzene/pentane, 2.91 g, m.p. 201°-203°. Starting materials: Cl (Hydrochloric acid), C(C1=CC=CC=C1)(=O)C=1C=C(C=CC1)N(C(=O)C1N(C(SC1)C=1C=NC=CC1)C(=O)OC(C)(C)C)C (N-(3-benzoylphenyl) N-methyl 2-(3-pyridinyl)-3-tert-butoxycarbonyl-4-thiazolidinecarboxamide). Solvent: O1CCOCC1 (dioxane), O1CCOCC1 (dioxane). The product is Cl.Cl.C(C1=CC=CC=C1)(=O)C=1C=C(C=CC1)N(C(=O)C1NC(SC1)C=1C=NC=CC1)C (N-(3-benzoylphenyl) N-methyl 2-(3-pyridinyl)-4-thiazolidinecarboxamide dihydrochloride). Isolated yield 81.0%. As a reaction SMILES: [ClH:1].[C:2]([C:10]1[CH:11]=[C:12]([N:16]([CH3:37])[C:17]([CH:19]2[CH2:23][S:22][CH:21]([C:24]3[CH:25]=[N:26][CH:27]=[CH:28][CH:29]=3)[N:20]2C(OC(C)(C)C)=O)=[O:18])[CH:13]=[CH:14][CH:15]=1)(=[O:9])[C:3]1[CH:8]=[CH:7][CH:6]=[CH:5][CH:4]=1>O1CCOCC1>[ClH:1].[ClH:1].[C:2]([C:10]1[CH:11]=[C:12]([N:16]([CH3:37])[C:17]([CH:19]2[CH2:23][S:22][CH:21]([C:24]3[CH:25]=[N:26][CH:27]=[CH:28][CH:29]=3)[NH:20]2)=[O:18])[CH:13]=[CH:14][CH:15]=1)(=[O:9])[C:3]1[CH:8]=[CH:7][CH:6]=[CH:5][CH:4]=1 |f:3.4.5|. Procedure details: Hydrochloric acid in dioxane (4M, 10 mL) was added to N-(3-benzoylphenyl) N-methyl 2-(3-pyridinyl)-3-tert-butoxycarbonyl-4-thiazolidinecarboxamide (0.64 g) in dioxane (3 mL). The reaction mixture was concentrated and the residue partitioned between ethyl acetate and saturated aqueous sodium carbonate. The organic layer was washed with saturated aqueous sodium carbonate and dried over magnesium sulfate. The solvent was removed in vacuo and the residue chromatographed on silica gel, eluting with e... Reactants: CNN, CO, COc1nc(-c2ccccc2)n(C)c(=O)n1. Product: CNNc1nc(-c2ccccc2)n(C)c(=O)n1. Reaction SMILES: [CH3:1][NH:2][NH2:3].[CH3:20][OH:21].[CH3:4][O:5][c:6]1[n:7][c:8](=[O:19])[n:9]([CH3:18])[c:10](-[c:12]2[cH:13][cH:14][cH:15][cH:16][cH:17]2)[n:11]1>>[CH3:1][NH:2][NH:3][c:6]1[n:7][c:8](=[O:19])[n:9]([CH3:18])[c:10](-[c:12]2[cH:13][cH:14][cH:15][cH:16][cH:17]2)[n:11]1.